From a dataset of the Open Reaction Database (ORD), a public repository of structured organic reaction records. describe an organic reaction: reactants, conditions, products, and yield Starting materials: BrC1=C2CCC(C2=CC=C1)=O (4-Bromoindan-1-one), Cl.CON (methoxyamine hydrochloride). Run in N1=CC=CC=C1 (pyridine). Reaction conditions: time 8 hour. Yields the product CON=C1CCC2=C(C=CC=C12)Br (4-Bromo-indan-1-one O-methyl-oxime). Reaction SMILES: [Br:1][C:2]1[CH:10]=[CH:9][CH:8]=[C:7]2[C:3]=1[CH2:4][CH2:5][C:6]2=O.Cl.[CH3:13][O:14][NH2:15]>N1C=CC=CC=1>[CH3:13][O:14][N:15]=[C:6]1[C:7]2[C:3](=[C:2]([Br:1])[CH:10]=[CH:9][CH:8]=2)[CH2:4][CH2:5]1 |f:1.2|. Procedure details: 4-Bromoindan-1-one (5.08 g, 24.1 mmol) was added to a mixture of methoxyamine hydrochloride (2.21 g, 26.5 mmol) in pyridine (40 mL) under nitrogen atmosphere and stirred overnight at ambient temperature. The reaction mixture was concentrated, added ethyl acetate (200 mL), washed with 3N hydrochloric acid (200 mL), dried with brine and anhydrous sodium sulfate, and concentrated. Obtained 4-bromoindan-1-one O-methyloxime (5.66 g, 98%) as an orange liquid. MS (DCI/NH3) m/z: 239.94 [M+H]+. 1H NMR (D... Starting materials: C(C)(C)(C)OC(=O)C=1C(=C(OCCCC(=O)OC)C=CC1)NC (methyl 4-(3-t-butoxycarbonyl-[-methyl]aminophenoxy)butyrate). Solvent: ClCCl (dichloromethane), FC(C(=O)O)(F)F (trifluoroacetic acid). Run at time 1 hour. Product: CNC1=C(OCCCC(=O)OC)C=CC=C1 (Methyl 4-(N-Methylaminophenoxy)butyrate). Isolated yield 101.4%. Reaction SMILES: C(OC([C:8]1[C:9]([NH:22][CH3:23])=[C:10]([CH:19]=[CH:20][CH:21]=1)[O:11][CH2:12][CH2:13][CH2:14][C:15]([O:17][CH3:18])=[O:16])=O)(C)(C)C>ClCCl.FC(F)(F)C(O)=O>[CH3:23][NH:22][C:9]1[CH:8]=[CH:21][CH:20]=[CH:19][C:10]=1[O:11][CH2:12][CH2:13][CH2:14][C:15]([O:17][CH3:18])=[O:16]. Reported procedure: A solution of methyl 4-(3-t-butoxycarbonyl-[-methyl]aminophenoxy)butyrate(0.2 g) in a mixture of dichloromethane(1 mL) and trifluoroacetic acid(1 mL) was kept at ambient temperature for 1 h and evaporated to dryness. The residue was treated with water and ethyl acetate and the mixture was stirred while making basic with potassium carbonate. The organic phase was separated, dried and evaporated to dryness to give the product (0.14 g), [m/e224, MH+]. Reactants: Cl.COC([C@@H](N)CC1=CC=CC=C1)=O (L-phenylalanine methyl ester hydrochloride), C(C)(=O)OCC (ethyl acetate), C([O-])(O)=O.[Na+] (sodium bicarbonate). The solvent is O (water). Product: COC([C@@H](N)CC1=CC=CC=C1)=O (L-phenylalanine methyl ester). As a reaction SMILES: Cl.[CH3:2][O:3][C:4](=[O:14])[C@H:5]([CH2:7][C:8]1[CH:13]=[CH:12][CH:11]=[CH:10][CH:9]=1)[NH2:6].C(OCC)(=O)C.C(=O)(O)[O-].[Na+]>O>[CH3:2][O:3][C:4](=[O:14])[C@H:5]([CH2:7][C:8]1[CH:13]=[CH:12][CH:11]=[CH:10][CH:9]=1)[NH2:6] |f:0.1,3.4|. Procedure: A suspension consisting of 10.8 g. of L-phenylalanine methyl ester hydrochloride, 200 ml. of ethyl acetate and 100 ml. of water is neutralized by the addition of 4.6 g. of sodium bicarbonate. The ethyl acetate layer is dried over anhydrous sodium sulfate, then concentrated to dryness under reduced pressure. The L-phenylalanine methyl ester thus obtained is dissolved in 100 ml. of ethyl acetate and 4.9 g. of L-aspartic acid anhydride hydrobromide is added at -50°C. with stirring. Stirring is cont... Starting materials: C1CNCCC1CO, C1=CC(=C(C=C1Cl)Cl)I. Reagents/catalysts: C(=O)([O-])[O-].[Cs+].[Cs+], C1=CC=C(C=C1)P(C2=CC=CC=C2)C3=C(C4=CC=CC=C4C=C3)C5=C(C=CC6=CC=CC=C65)P(C7=CC=CC=C7)C8=CC=CC=C8, C1=CC=C(C=C1)/C=C/C(=O)/C=C/C2=CC=CC=C2.C1=CC=C(C=C1)/C=C/C(=O)/C=C/C2=CC=CC=C2.C1=CC=C(C=C1)/C=C/C(=O)/C=C/C2=CC=CC=C2.[Pd].[Pd]. The solvent is CC1=CC=CC=C1. Reaction conditions: temperature 125 celsius. Yields the product C1CN(CCC1CO)C2=C(C=C(C=C2)Cl)Cl. Yield: 21.9%. Procedure details: **_Procedure:_**  To a flask was added 1,3-Dichloro-4-iodobenzene (5.89 mL, 43.41 mmol), piperidin-4-ylmethanol (5 g, 43.41 mmol), cesium carbonate (28.3 g, 86.83 mmol), 18-Crown-6 (1.377 g, 5.21 mmol), rac-2,2'-Bis(diphenylphosphino)-1,1'-binaphthyl (0.811 g, 1.30 mmol), and toluene (50 mL). The mixture was stirred under nitrogen and Tris(dibenzylideneacetone)dipalladium(0) (0.398 g, 0.43 mmol) was added in one portion. The resultant yellow mixture was heated with oil bath temperature set at 12...